From a dataset of the Open Reaction Database (ORD), a public repository of structured organic reaction records. describe an organic reaction: reactants, conditions, products, and yield The reactants are C(C)(C)(C)C=1C=C2C=NN(C(C2=C(C1)F)=O)C1=C(C=O)C(=CC=N1)Cl (2-(6-tert-Butyl-8-fluoro-1-oxophthalazin-2(1H)-yl)-4-chloronicotinaldehyde), N1=C(C=C2COCCN21)NC=2C(N(C=C(C2)B2OC(C(O2)(C)C)(C)C)C)=O (3-(6,7-Dihydro-4H-pyrazolo[5,1-c][1,4]oxazin-2-ylamino)-1-methyl-5-(4,4,5,5-tetramethyl-1,3,2-dioxaborolan-2-yl)pyridin-2(1H)-one), P(C1CCCCC1)(C1CCCCC1)C1CCCCC1 (Cy3P), C(=O)([O-])[O-].[Cs+].[Cs+] (Cs2CO3). Reagents/catalysts: C=1C=CC(=CC1)/C=C/C(=O)/C=C/C2=CC=CC=C2.C=1C=CC(=CC1)/C=C/C(=O)/C=C/C2=CC=CC=C2.C=1C=CC(=CC1)/C=C/C(=O)/C=C/C2=CC=CC=C2.[Pd].[Pd] (Pd2(dba)3). Solvent: O1CCOCC1 (dioxane), O (water). Conditions: temperature 100 celsius, time 2 hour. Product: C(C)(C)(C)C=1C=C2C=NN(C(C2=C(C1)F)=O)C1=C(C=O)C(=CC=N1)C1=CN(C(C(=C1)NC1=NN2C(COCC2)=C1)=O)C (2-(6-tert-Butyl-8-fluoro-1-oxophthalazin-2(1H)-yl)-4-(5-(6,7-dihydro-4H-pyrazolo[5,1-c][1,4]oxazin-2-ylamino)-1-methyl-6-oxo-1,6-dihydropyridin-3-yl)nicotinaldehyde). Isolated yield 79.6%. As a reaction SMILES: [C:1]([C:5]1[CH:6]=[C:7]2[C:12](=[C:13]([F:15])[CH:14]=1)[C:11](=[O:16])[N:10]([C:17]1[N:24]=[CH:23][CH:22]=[C:21](Cl)[C:18]=1[CH:19]=[O:20])[N:9]=[CH:8]2)([CH3:4])([CH3:3])[CH3:2].[N:26]1[N:34]2[C:29]([CH2:30][O:31][CH2:32][CH2:33]2)=[CH:28][C:27]=1[NH:35][C:36]1[C:37](=[O:52])[N:38]([CH3:51])[CH:39]=[C:40](B2OC(C)(C)C(C)(C)O2)[CH:41]=1.P(C1CCCCC1)(C1CCCCC1)C1CCCCC1.C([O-])([O-])=O.[Cs+].[Cs+]>C1C=CC(/C=C/C(/C=C/C2C=CC=CC=2)=O)=CC=1.C1C=CC(/C=C/C(/C=C/C2C=CC=CC=2)=O)=CC=1.C1C=CC(/C=C/C(/C=C/C2C=CC=CC=2)=O)=CC=1.[Pd].[Pd].O1CCOCC1.O>[C:1]([C:5]1[CH:6]=[C:7]2[C:12](=[C:13]([F:15])[CH:14]=1)[C:11](=[O:16])[N:10]([C:17]1[N:24]=[CH:23][CH:22]=[C:21]([C:40]3[CH:41]=[C:36]([NH:35][C:27]4[CH:28]=[C:29]5[CH2:30][O:31][CH2:32][CH2:33][N:34]5[N:26]=4)[C:37](=[O:52])[N:38]([CH3:51])[CH:39]=3)[C:18]=1[CH:19]=[O:20])[N:9]=[CH:8]2)([CH3:4])([CH3:3])[CH3:2] |f:3.4.5,6.7.8.9.10|. Procedure details: A 50-mL round-bottomed flask equipped with a reflux condenser was charged with 2-(6-tert-butyl-8-fluoro-1-oxophthalazin-2(1H)-yl)-4-chloronicotinaldehyde 103b (216 mg, 1 eq., 0.60 mmol), 131d (446 mg, 2 eq., 1.2 mmol), Pd2(dba)3 (55 mg, 0.1 eq., 0.060 mmol), Cy3P (67 mg, 0.4 eq., 0.24 mmol), Cs2CO3 (395 mg, 2 eq., 1.2 mmol), water (0.5 mL), and dioxane (10 mL). After three cycles of vacuum/N2 flush, the reaction mixture was stirred at 100° C. for 2 hrs. It was then cooled to room temperature and... Yields the product C(#N)CCN1CCC(CC1)N(C(C1=CC=C(C=C1)[C@](C(F)(F)F)(C)O)=O)C1CC1 ((S)-N-[1-(2-cyanoethyl)piperidin-4-yl]-N-cyclopropyl-4-(1,1,1-trifluoro-2-hydroxypropan-2-yl)benzamide). Reaction conditions: temperature 50 celsius, time 24 hour. The solvent is C1CCOC1 (THF). The reactants are C1(CC1)N(C(C1=CC=C(C=C1)[C@](C(F)(F)F)(C)O)=O)C1CCNCC1 ((S)-N-cyclopropyl-N-(piperidin-4-yl)-4-(1,1,1-trifluoro-2-hydroxypropan-2-yl)benzamide), CCOC(=O)C (EtOAc), Example 1, C(C=C)#N (acrylonitrile). Reported procedure: A solution of (S)-N-cyclopropyl-N-(piperidin-4-yl)-4-(1,1,1-trifluoro-2-hydroxypropan-2-yl)benzamide prepared above in step c in Example 1 (73 mg, 0.20 mmol, 1.0 equiv.) in THF (0.70 mL) was treated with acrylonitrile (55 μL, 0.84 mmol, 4.2 equiv.). After being stirred for 24 h at 50° C., the reaction was diluted (EtOAc) and washed (1×1 N aqueous NaOH, and 1× brine). The organic layer was dried (Na2SO4) and concentrated under reduced pressure. Purification of the residue by flash chromatography ... Reaction SMILES: [CH:1]1([N:4]([CH:20]2[CH2:25][CH2:24][NH:23][CH2:22][CH2:21]2)[C:5](=[O:19])[C:6]2[CH:11]=[CH:10][C:9]([C@@:12]([OH:18])([CH3:17])[C:13]([F:16])([F:15])[F:14])=[CH:8][CH:7]=2)[CH2:3][CH2:2]1.[C:26](#[N:29])[CH:27]=[CH2:28].CCOC(C)=O>C1COCC1>[C:26]([CH2:27][CH2:28][N:23]1[CH2:22][CH2:21][CH:20]([N:4]([CH:1]2[CH2:2][CH2:3]2)[C:5](=[O:19])[C:6]2[CH:11]=[CH:10][C:9]([C@@:12]([OH:18])([CH3:17])[C:13]([F:16])([F:15])[F:14])=[CH:8][CH:7]=2)[CH2:25][CH2:24]1)#[N:29]. Starting materials: O (Water), ClC1=NSN=C1C=1C=NC=CC1C (3-(3-chloro-1,2,5-thiadiazol-4-yl)-4-methylpyridine), BrN1C(CCC1=O)=O (N-bromosuccinimide), α,α-azoisobutyronitril, C(=O)([O-])[O-].[K+].[K+] (K2CO3). Solvent: ClC(Cl)(Cl)Cl (tetrachloromethane). Reaction conditions: temperature 75 celsius, time 8 hour. Yields the product BrCC1=C(C=NC=C1)C=1C(=NSN1)Cl (4-Bromomethyl-3-(3-chloro-1,2,5-thiadiazol-4-yl)-pyridine). Reaction SMILES: [Cl:1][C:2]1[C:6]([C:7]2[CH:8]=[N:9][CH:10]=[CH:11][C:12]=2[CH3:13])=[N:5][S:4][N:3]=1.[Br:14]N1C(=O)CCC1=O.O.C([O-])([O-])=O.[K+].[K+]>ClC(Cl)(Cl)Cl>[Br:14][CH2:13][C:12]1[CH:11]=[CH:10][N:9]=[CH:8][C:7]=1[C:6]1[C:2]([Cl:1])=[N:3][S:4][N:5]=1 |f:3.4.5|. Procedure: To a solution of 3-(3-chloro-1,2,5-thiadiazol-4-yl)-4-methylpyridine (0.63 g, 3 mmol) in tetrachloromethane (50 ml) was added under nitrogen, N-bromosuccinimide (0.80 g, 4.5 mmol) and α,α-azoisobutyronitril (80 mg, 0.5 mmol). The reaction mixture was stirred at 75° C. overnight. Water (50 ml) was added and after basifying with K2CO3 the reaction mixture was extracted with methylene chloride (3×100 ml). The organic phases were dried (MgSO4) and evaporated. The residue contained a mixture of start... The reactants are [N+](=O)([O-])C1=C(C(=O)C2=CC=NC=C2)C=CC=C1 (4-(2-Nitrobenzoyl)pyridine), stannous chloride dihydrate, Cl (hydrochloric acid), [OH-].[Na+] (sodium hydroxide). Run in O (water). Conditions: temperature 23 celsius. Yields the product NC1=C(C(=O)C2=CC=NC=C2)C=CC=C1 (4-(2-aminobenzoyl)pyridine). Reaction SMILES: [N+:1]([C:4]1[CH:17]=[CH:16][CH:15]=[CH:14][C:5]=1[C:6]([C:8]1[CH:13]=[CH:12][N:11]=[CH:10][CH:9]=1)=[O:7])([O-])=O.Cl.[OH-].[Na+]>O>[NH2:1][C:4]1[CH:17]=[CH:16][CH:15]=[CH:14][C:5]=1[C:6]([C:8]1[CH:13]=[CH:12][N:11]=[CH:10][CH:9]=1)=[O:7] |f:2.3|. Procedure: Alternatively, to a solution of 1-iodo-2-nitrobenzene (3.76 g, 15.1 mmol) in dry THF (80 mL) at −78° C. was added n-butyl lithium (7.54 mL, 18.9 mmol) over 5 min. After 40 min at −78° C., ethyl isonicotinate was added in one portion in dry THF (70 mL). After 10 min, the reaction was allowed to warm to 0° C. for 10 min then quenched with 20 mL of glacial acetic acid: 30 mL of water. After adjusting the pH to 8 with saturated bicarbonate solution, the mixture was extracted with ethyl acetate (1×50... Reactants: ClC=1C(=C(C2=C(C(=NO2)C2=C(C=CC=C2)F)C1)Cl)O (5,7-dichloro-3-(2-fluorophenyl)-6-hydroxy-1,2-benzisoxazole), BrCC(=O)OCC (Ethyl bromoacetate), [H-].[Na+] (NaH), O (water). Run in CN(C)C=O (DMF), CN(C)C=O (DMF), CN(C)C=O (DMF). Run at temperature 45 celsius. Product: C(C)OC(COC1=C(C2=C(C(=NO2)C2=C(C=CC=C2)F)C=C1Cl)Cl)=O (ethyl{[5,7-dichloro-3-(2-fluorophenyl)-1,2-benzisoxazole-6-yl]oxy}acetate). Reaction SMILES: [H-].[Na+].[Cl:3][C:4]1[C:5]([OH:21])=[C:6]([Cl:20])[C:7]2[O:11][N:10]=[C:9]([C:12]3[CH:17]=[CH:16][CH:15]=[CH:14][C:13]=3[F:18])[C:8]=2[CH:19]=1.Br[CH2:23][C:24]([O:26][CH2:27][CH3:28])=[O:25].O>CN(C=O)C>[CH2:27]([O:26][C:24](=[O:25])[CH2:23][O:21][C:5]1[C:4]([Cl:3])=[CH:19][C:8]2[C:9]([C:12]3[CH:17]=[CH:16][CH:15]=[CH:14][C:13]=3[F:18])=[N:10][O:11][C:7]=2[C:6]=1[Cl:20])[CH3:28] |f:0.1|. Procedure: 1.4 g NaH is suspended in 50 ml DMF with stirring. A solution of 7.2 g of 5,7-dichloro-3-(2-fluorophenyl)-6-hydroxy-1,2-benzisoxazole in 50 ml DMF is added dropwise. The solution is heated to 45° C. for one hour. Ethyl bromoacetate (4.0 g) in 20 ml DMF is added dropwise and the reaction is stirred at 40° C. for two hours. The solution is poured into 1 l of water, stirred and extracted with ethylacetate. The organic extracts are washed with saturated NaCl solution and the solvent removed in vacuo... Starting materials: CCCCC(CNOCc1ccccc1)C(=O)N1C(=O)OCC1Cc1ccccc1, CC(=O)OC(C)=O, O=CO. Product: CCCCC(CN(C=O)OCc1ccccc1)C(=O)N1C(=O)OCC1Cc1ccccc1. RXN SMILES: [CH2:1]([c:2]1[cH:3][cH:4][cH:5][cH:6][cH:7]1)[CH:8]1[N:9]([C:14]([CH:15]([CH2:16][CH2:17][CH2:18][CH3:19])[CH2:20][NH:21][O:22][CH2:23][c:24]2[cH:25][cH:26][cH:27][cH:28][cH:29]2)=[O:30])[C:10](=[O:13])[O:11][CH2:12]1.[CH3:34][C:35]([O:36][C:37](=[O:38])[CH3:39])=[O:40].[CH:31](=[O:32])[OH:33]>>[CH2:1]([c:2]1[cH:3][cH:4][cH:5][cH:6][cH:7]1)[CH:8]1[N:9]([C:14]([CH:15]([CH2:16][CH2:17][CH2:18][CH3:19])[CH2:20][N:21]([O:22][CH2:23][c:24]2[cH:25][cH:26][cH:27][cH:28][cH:29]2)[CH:31]=[O:32])=[O:30])[C:10](=[O:13])[O:11][CH2:12]1. As a reaction SMILES: CC[N+](S(N=C(OC)[O-])(=O)=O)(CC)CC.[C:16]([O:20][C:21]([NH:23][C@H:24]([CH3:38])[C@@H:25]([CH2:36][CH3:37])[C:26]([NH:28][C@@H:29]([CH2:34][OH:35])[C:30]([O:32][CH3:33])=[O:31])=O)=[O:22])([CH3:19])([CH3:18])[CH3:17]>C1COCC1>[C:16]([O:20][C:21]([NH:23][C@@H:24]([C@H:25]([C:26]1[O:35][CH2:34][C@@H:29]([C:30]([O:32][CH3:33])=[O:31])[N:28]=1)[CH2:36][CH3:37])[CH3:38])=[O:22])([CH3:19])([CH3:18])[CH3:17]. Conditions: temperature 60 celsius, time 4 hour. The reactants are CC[N+](CC)(CC)S(=O)(=O)N=C([O-])OC (Burgess reagent), C(C)(C)(C)OC(=O)N[C@@H]([C@H](C(=O)N[C@H](C(=O)OC)CO)CC)C ((S)-methyl 2-((2R,3R)-3-((tert-butoxycarbonyl)amino)-2-ethylbutanamido)-3-hydroxypropanoate). The product is C(C)(C)(C)OC(=O)N[C@H](C)[C@@H](CC)C=1OC[C@H](N1)C(=O)OC ((S)-methyl 2-((2R,3R)-2-((tert-butoxycarbonyl)amino)pentan-3-yl)-4,5-dihydrooxazole-4-carboxylate). The solvent is C1CCOC1 (THF). The yield is 100.0%. Reported procedure: Burgess reagent (1.35 g, 5.66 mmol) was added in one portion to a solution of (S)-methyl 2-((2R,3R)-3-((tert-butoxycarbonyl)amino)-2-ethylbutanamido)-3-hydroxypropanoate (1.71 g, 5.14 mmol) in anhydrous THF (79 ml) under a nitrogen atmosphere. The reaction was then allowed to stir at 60° C. for about 4 hr. TLC indicated complete consumption of starting material and a less polar spot (1:1 hexane:ethyl acetate; KMnO4 staining). After cooling to 0° C., saturated aqueous sodium bicarbonate solution ... The reactants are Cc1c(-c2cnc3ccc(OCCO[Si](C)(C)C(C)(C)C)cn23)sc(C(=O)O)c1OCCC1(Cl)C=CC=CC1, CC(O)c1ccccc1Cl. Yields the product Cc1c(-c2cnc3ccc(OCCO[Si](C)(C)C(C)(C)C)cn23)sc(C(=O)O)c1O. As a reaction SMILES: [CH3:1][c:2]1[c:3]([O:30][CH2:31][CH2:32][C:33]2([Cl:34])[CH:35]=[CH:36][CH:37]=[CH:38][CH2:39]2)[c:4]([C:27](=[O:28])[OH:29])[s:5][c:6]1-[c:7]1[cH:8][n:9][c:10]2[n:11]1[cH:12][c:13]([O:16][CH2:17][CH2:18][O:19][Si:20]([CH3:21])([CH3:22])[C:23]([CH3:24])([CH3:25])[CH3:26])[cH:14][cH:15]2.[Cl:40][c:41]1[cH:42][cH:43][cH:44][cH:45][c:46]1[CH:47]([OH:48])[CH3:49]>>[CH3:1][c:2]1[c:3]([OH:30])[c:4]([C:27](=[O:28])[OH:29])[s:5][c:6]1-[c:7]1[cH:8][n:9][c:10]2[n:11]1[cH:12][c:13]([O:16][CH2:17][CH2:18][O:19][Si:20]([CH3:21])([CH3:22])[C:23]([CH3:24])([CH3:25])[CH3:26])[cH:14][cH:15]2. Starting materials: CCCCON=[N+]([O-])N1CCCC1CO, CC#N, ClC(Cl)(Cl)Cl, [O-][I+3]([O-])([O-])[O-], [Na+], O, O, Cl[Ru](Cl)Cl. Product: CCCCON=[N+]([O-])N1CCCC1C(=O)O. As a reaction SMILES: [CH2:1]([CH2:2][CH2:3][CH3:4])[O:5][N:6]=[N+:7]([O-:8])[N:9]1[CH:10]([CH2:14][OH:15])[CH2:11][CH2:12][CH2:13]1.[CH3:22][C:23]#[N:24].[Cl:25][C:26]([Cl:27])([Cl:28])[Cl:29].[I+3:16]([O-:17])([O-:18])([O-:19])[O-:20].[Na+:21].[OH2:30].[OH2:31].[Ru:32]([Cl:33])([Cl:34])[Cl:35]>>[CH2:1]([CH2:2][CH2:3][CH3:4])[O:5][N:6]=[N+:7]([O-:8])[N:9]1[CH:10]([C:14](=[O:15])[OH:17])[CH2:11][CH2:12][CH2:13]1. The reactants are O=C([O-])[O-], CS(C)=O, FC(F)(F)c1ccc(Cl)nc1, [K+], [K+], O, CC(Oc1ccc(O)cc1)C(=O)OCCSCc1ccccc1. RXN SMILES: [C:1](=[O:2])([O-:3])[O-:4].[CH3:42][S:43](=[O:44])[CH3:45].[Cl:30][c:31]1[n:32][cH:33][c:34]([C:37]([F:38])([F:39])[F:40])[cH:35][cH:36]1.[K+:5].[K+:6].[OH2:41].[OH:7][c:8]1[cH:9][cH:10][c:11]([O:12][CH:13]([C:14](=[O:15])[O:16][CH2:17][CH2:18][S:19][CH2:20][c:21]2[cH:22][cH:23][cH:24][cH:25][cH:26]2)[CH3:27])[cH:28][cH:29]1>>[O:7]([c:8]1[cH:9][cH:10][c:11]([O:12][CH:13]([C:14](=[O:15])[O:16][CH2:17][CH2:18][S:19][CH2:20][c:21]2[cH:22][cH:23][cH:24][cH:25][cH:26]2)[CH3:27])[cH:28][cH:29]1)[c:31]1[n:32][cH:33][c:34]([C:37]([F:38])([F:39])[F:40])[cH:35][cH:36]1. Product: CC(Oc1ccc(Oc2ccc(C(F)(F)F)cn2)cc1)C(=O)OCCSCc1ccccc1.